From a dataset of the Open Reaction Database (ORD), a public repository of structured organic reaction records. describe an organic reaction: reactants, conditions, products, and yield Reactants: C(C)OC(C=CC(F)(F)F)=O (4,4,4-trifluoro-2-butenoic acid ethyl ester), CN(C(=N)N(C)C)C (1,1,3,3-tetramethyl guanidine), [N+](=O)([O-])C (nitromethane). The solvent is C(C)OC(CC(=O)C)=O (ethylacetoacetate). Conditions: temperature 0 celsius, time 3 hour. The product is C(C)OC(CC(C(F)(F)F)C[N+](=O)[O-])=O (4,4,4-trifluoro-3-nitromethyl-butyric acid ethyl ester). Isolated yield 80.8%. Reaction SMILES: [CH2:1]([O:3][C:4](=[O:11])[CH:5]=[CH:6][C:7]([F:10])([F:9])[F:8])[CH3:2].CN(C)C(N(C)C)=N.[N+:20]([CH3:23])([O-:22])=[O:21]>C(OC(=O)CC(C)=O)C>[CH2:1]([O:3][C:4](=[O:11])[CH2:5][CH:6]([CH2:23][N+:20]([O-:22])=[O:21])[C:7]([F:9])([F:10])[F:8])[CH3:2]. Procedure details: 1.0 g (5.94 mmol) of 4,4,4-trifluoro-2-butenoic acid ethyl ester and 0.15 mL (1.19 mmol) of 1,1,3,3-tetramethyl guanidine and 1.6 mL (29.8 mmol) of nitromethane were mixed. The resulting mixture was cooled to 0° C. and then stirred for 3 hours at room temperature, followed by addition of 100 mL of ethylacetoacetate. The reaction mixture was washed with water, and then an organic layer was dried over anhydrous magnesium sulfate. The solvent was distilled off under reduced pressure to give 1.1 g (... Reactants: C(C1=CC=CC=C1)Br (benzyl bromide), [H-].[K+] (potassium hydride), resultant mixture, CN(C=O)C (N,N-dimethylformamide), BrC1=C(C=C(O)C=C1)O (4-bromoresorcinol). Run in O (water), CCOCC (ether). Conditions: temperature 0 celsius, time 3 hour. Product: C(C1=CC=CC=C1)OC=1C=C(C=CC1Br)O (3-benzyloxy-4-bromophenol). RXN SMILES: [H-].[K+].CN(C)C=O.[Br:8][C:9]1[CH:15]=[CH:14][C:12]([OH:13])=[CH:11][C:10]=1[OH:16].[CH2:17](Br)[C:18]1[CH:23]=[CH:22][CH:21]=[CH:20][CH:19]=1>CCOCC.O>[CH2:17]([O:16][C:10]1[CH:11]=[C:12]([OH:13])[CH:14]=[CH:15][C:9]=1[Br:8])[C:18]1[CH:23]=[CH:22][CH:21]=[CH:20][CH:19]=1 |f:0.1|. Procedure details: To a 0° C. slurry of 1.7 g. (42.5 mmoles) of potassium hydride in 35 ml. of N,N-dimethylformamide is slowly added a solution of 7.22 g. (38.2 mmoles) of 4-bromoresorcinol. The resultant mixture is stirred for 30 minutes and then 4.54 ml. (38.2 mmoles) of benzyl bromide is slowly added. The reaction mixture is stirred 3 hours longer at 0° C. and then added to 200 ml. of cold water and 200 ml. of ether. The ether extract is washed twice with 200 ml. portions of water, dried over magnesium sulfate ... Reactants: C(CCCCC)(=O)NC=1C=CC2=C(N(CCO2)CC2=C(C=C(C(=O)OC)C=C2)OC)C1 (methyl 4-(6-hexanamido-2,3-dihydrobenz-1,4-oxazin-4-ylmethyl)-3-methoxybenzoate), C(C)(=O)O (acetic acid), C(CCC)[Li] (n-butyllithium), C(C)S (ethyl mercaptan). Solvent: O (water), CN1CCCN(C1=O)C (DMPU), CN1CCCN(C1=O)C (N,N'-dimethylpropylene urea). Run at time 15 minute. Product: [S-]CC.[Li+] (Lithium thioethoxide), C(CCCCC)(=O)NC=1C=CC2=C(N(CCO2)CC2=C(C=C(C(=O)O)C=C2)O)C1 (4-(6-Hexanamido-2,3-dihydrobenz-1,4-oxazin-4-ylmethyl)-3-hydroxybenzoic acid). Isolated yield 36.0%. As a reaction SMILES: C([Li:5])CCC.[CH2:6]([SH:8])[CH3:7].[C:9]([NH:16][C:17]1[CH:18]=[CH:19][C:20]2[O:25][CH2:24][CH2:23][N:22]([CH2:26][C:27]3[CH:36]=[CH:35][C:30]([C:31]([O:33]C)=[O:32])=[CH:29][C:28]=3[O:37]C)[C:21]=2[CH:39]=1)(=[O:15])[CH2:10][CH2:11][CH2:12][CH2:13][CH3:14].C(O)(=O)C>CN1C(=O)N(C)CCC1.O>[S-:8][CH2:6][CH3:7].[Li+:5].[C:9]([NH:16][C:17]1[CH:18]=[CH:19][C:20]2[O:25][CH2:24][CH2:23][N:22]([CH2:26][C:27]3[CH:36]=[CH:35][C:30]([C:31]([OH:33])=[O:32])=[CH:29][C:28]=3[OH:37])[C:21]=2[CH:39]=1)(=[O:15])[CH2:10][CH2:11][CH2:12][CH2:13][CH3:14] |f:6.7|. Reported procedure: Lithium thioethoxide was prepared by the dropwise addition of n-butyllithium (4 ml. of 1.53 molar solution in hexane) to a stirred solution of ethyl mercaptan (0.5 ml.) in dry N,N'-dimethylpropylene urea (DMPU) (9 ml.), under a nitrogen atmosphere. A solution of methyl 4-(6-hexanamido-2,3-dihydrobenz-1,4-oxazin-4-ylmethyl)-3-methoxybenzoate (prepared as described in Example 26) (0.35 g.) in DMPU (3 ml.) was added, the mixture stirred at ambient temperature for 15 minutes, then heated to, and mai... Reactants: F[B-](F)(F)F, CC(C)(C)c1ccc(CNCCc2ccc(F)c(C(F)(F)F)c2)cc1, CCN(C(C)C)C(C)C, O=C(O)c1cc(Cl)cc2cc[nH]c12, CN(C)C=O, O, CN(C)C(On1nnc2ccccc21)=[N+](C)C. Product: CC(C)(C)c1ccc(CN(CCc2ccc(F)c(C(F)(F)F)c2)C(=O)c2cc(Cl)cc3cc[nH]c23)cc1. As a reaction SMILES: [B-:14]([F:15])([F:16])([F:17])[F:18].[C:45]([CH3:46])([CH3:47])([CH3:48])[c:49]1[cH:50][cH:51][c:52]([CH2:53][NH:54][CH2:55][CH2:56][c:57]2[cH:58][c:59]([C:64]([F:65])([F:66])[F:67])[c:60]([F:63])[cH:61][cH:62]2)[cH:68][cH:69]1.[CH:36]([N:37]([CH2:38][CH3:39])[CH:40]([CH3:41])[CH3:42])([CH3:43])[CH3:44].[Cl:1][c:2]1[cH:3][c:4]2[cH:5][cH:6][nH:7][c:8]2[c:9]([C:11](=[O:12])[OH:13])[cH:10]1.[O:70]=[CH:71][N:72]([CH3:73])[CH3:74].[OH2:75].[n:19]1([O:20][C:21]([N:22]([CH3:23])[CH3:24])=[N+:25]([CH3:26])[CH3:27])[c:28]2[cH:29][cH:30][cH:31][cH:32][c:33]2[n:34][n:35]1>>[Cl:1][c:2]1[cH:3][c:4]2[cH:5][cH:6][nH:7][c:8]2[c:9]([C:11](=[O:13])[N:54]([CH2:53][c:52]2[cH:51][cH:50][c:49]([C:45]([CH3:46])([CH3:47])[CH3:48])[cH:69][cH:68]2)[CH2:55][CH2:56][c:57]2[cH:58][c:59]([C:64]([F:65])([F:66])[F:67])[c:60]([F:63])[cH:61][cH:62]2)[cH:10]1.